The task is: describe an organic reaction: reactants, conditions, products, and yield. This data is from the Open Reaction Database (ORD), a public repository of structured organic reaction records. Starting materials: CN1CCN(CC1)C=1N=CC2=C(N1)NC=C(C2=O)C(=O)O (5,8-dihydro-2-(4-methyl-1-piperazinyl)-5-oxopyrido[2,3-d]pyrimidine-6-carboxylic acid), [H-].[Na+] (sodium hydride), C(C)I (ethyl iodide). Run in CN(C=O)C (dimethylformamide). Yields the product C(C)N1C=C(C(C2=C1N=C(N=C2)N2CCN(CC2)C)=O)C(=O)O (5,8-Dihydro-8-ethyl-2-(4-methyl-1-piperazinyl)-5-oxopyrido[2,3-d]pyrimidine-6-carboxylic acid). As a reaction SMILES: [CH3:1][N:2]1[CH2:7][CH2:6][N:5]([C:8]2[N:9]=[CH:10][C:11]3[C:17](=[O:18])[C:16]([C:19]([OH:21])=[O:20])=[CH:15][NH:14][C:12]=3[N:13]=2)[CH2:4][CH2:3]1.[H-].[Na+].[CH2:24](I)[CH3:25]>CN(C)C=O>[CH2:24]([N:14]1[C:12]2[N:13]=[C:8]([N:5]3[CH2:6][CH2:7][N:2]([CH3:1])[CH2:3][CH2:4]3)[N:9]=[CH:10][C:11]=2[C:17](=[O:18])[C:16]([C:19]([OH:21])=[O:20])=[CH:15]1)[CH3:25] |f:1.2|. Procedure details: To a mixture containing 1.0 g of 5,8-dihydro-2-(4-methyl-1-piperazinyl)-5-oxopyrido[2,3-d]pyrimidine-6-carboxylic acid, 1.0 g of 65% sodium hydride, and 40 ml of dimethylformamide held at 60°C, was added 1.0 ml of ethyl iodide. The resulting mixture was heated in a steam bath for 2.5 hours. Dimethylformamide was distilled off in vacuo, the residue dissolved in 10 ml of water, and the resulting solution neutralized with acetic acid. The precipitate was collected and recrystallized from ethanol to... Reactants: N\C(=C/C(=O)OCC)\C(F)(F)F (ethyl 3-amino-4,4,4-trifluorocrotonate), C(=O)=O.CC(=O)C (dry ice acetone), [H-].[Na+] (sodium hydride), FC1=C(C=CC(=C1)OC)N=C=O (2-fluoro-4-methoxyphenyl isocyanate), Cl (hydrochloric acid). Run in CN(C=O)C (N,N-dimethylformamide), CN(C=O)C (N,N-dimethylformamide), CN(C=O)C (N,N-dimethylformamide). Reaction conditions: temperature 0 celsius, time 30 minute. Product: FC1=C(C=CC(=C1)OC)N1C(NC(=CC1=O)C(F)(F)F)=O (3-(2-fluoro-4-methoxyphenyl)-6-trifluoromethyluracil). The yield is 29.2%. As a reaction SMILES: [H-].[Na+].[NH2:3]/[C:4](/[C:11]([F:14])([F:13])[F:12])=[CH:5]\[C:6]([O:8]CC)=O.[F:15][C:16]1[CH:21]=[C:20]([O:22][CH3:23])[CH:19]=[CH:18][C:17]=1[N:24]=[C:25]=[O:26].C(=O)=O.CC(C)=O.Cl>CN(C)C=O>[F:15][C:16]1[CH:21]=[C:20]([O:22][CH3:23])[CH:19]=[CH:18][C:17]=1[N:24]1[C:6](=[O:8])[CH:5]=[C:4]([C:11]([F:12])([F:13])[F:14])[NH:3][C:25]1=[O:26] |f:0.1,4.5|. Procedure details: A stirred mixture of 2.5 grams (0.062 mole) of sodium hydride (60% in mineral oil) in 50 mL of N,N-dimethylformamide was cooled to 0° C., and a solution of 11.2 grams (0.062 mole) of ethyl 3-amino-4,4,4-trifluorocrotonate in 50 mL of N,N-dimethylformamide was added dropwise. Upon completion of addition, the reaction mixture was stirred at 0° C. during a 30 minute period. After this time the reaction mixture was cooled in a dry ice-acetone bath, and a solution of 10.4 grams of 2-fluoro-4-methoxyp... Starting materials: CO (methanol), NC(=O)CC1=CC=C(C=C1)CNC([C@H](NC(=O)C1=CC2=CC=CC=C2C=C1)CCCNC(=O)OCC1=CC=CC=C1)=O ((R)-N-[[4-(aminocarbonylmethyl)phenyl]methyl]-N2 -[(2-naphthyl)carbonyl]-N5 -(phenylmethoxycarbonyl)-ornithinamide). Reagents/catalysts: [Pd] (palladium on activated charcoal). Run in C(C)(=O)O.CO (acetic acid methanol). Yields the product NC(=O)CC1=CC=C(C=C1)CNC([C@H](NC(=O)C1=CC2=CC=CC=C2C=C1)CCCN)=O ((R)-N-[[4-(Aminocarbonylmethyl)phenyl]methyl]-N2 -[(2-naphthyl)-carbonyl]-ornithinamide). Yield: 86.0%. As a reaction SMILES: CO.[NH2:3][C:4]([CH2:6][C:7]1[CH:12]=[CH:11][C:10]([CH2:13][NH:14][C:15](=[O:44])[C@@H:16]([CH2:30][CH2:31][CH2:32][NH:33]C(OCC2C=CC=CC=2)=O)[NH:17][C:18]([C:20]2[CH:29]=[CH:28][C:27]3[C:22](=[CH:23][CH:24]=[CH:25][CH:26]=3)[CH:21]=2)=[O:19])=[CH:9][CH:8]=1)=[O:5]>C(O)(=O)C.CO.[Pd]>[NH2:3][C:4]([CH2:6][C:7]1[CH:12]=[CH:11][C:10]([CH2:13][NH:14][C:15](=[O:44])[C@@H:16]([CH2:30][CH2:31][CH2:32][NH2:33])[NH:17][C:18]([C:20]2[CH:29]=[CH:28][C:27]3[C:22](=[CH:23][CH:24]=[CH:25][CH:26]=3)[CH:21]=2)=[O:19])=[CH:9][CH:8]=1)=[O:5] |f:2.3|. Procedure: Prepared analogously to Example 1d) but using glacial acetic acid/methanol=1/1 (v/v) as solvent instead of methanol, from (R)-N-[[4-(aminocarbonylmethyl)phenyl]methyl]-N2 -[(2-naphthyl)carbonyl]-N5 -(phenylmethoxycarbonyl)-ornithinamide by catalytic hydrogenation in the presence of palladium on activated charcoal in a yield of 86% of theory. Colourless, highly viscous oil which was used without any further purification. Starting materials: O=C1CCN(CC1)CC1=CC=CC(=N1)NC(=O)NC=1N=C(SC1)C1=CC=NC=C1 (1-[6-(4-Oxo-piperidin-1-ylmethyl)pyridin-2-yl]-3-(2-pyridin-4-yl-thiazol-4-yl)urea), C(O)CN (ethanolamine). Run in CO (MeOH). Product: OCCNC1CCN(CC1)CC1=CC=CC(=N1)NC(=O)NC=1N=C(SC1)C1=CC=NC=C1 (1-{6-[4-(2-Hydroxyethylamino)piperidin-1-ylmethyl]-pyridin-2-yl}-3-(2-pyridin-4-yl-thiazol-4-yl)urea). Reaction SMILES: O=[C:2]1[CH2:7][CH2:6][N:5]([CH2:8][C:9]2[N:14]=[C:13]([NH:15][C:16]([NH:18][C:19]3[N:20]=[C:21]([C:24]4[CH:29]=[CH:28][N:27]=[CH:26][CH:25]=4)[S:22][CH:23]=3)=[O:17])[CH:12]=[CH:11][CH:10]=2)[CH2:4][CH2:3]1.[CH2:30]([CH2:32][NH2:33])[OH:31]>CO>[OH:31][CH2:30][CH2:32][NH:33][CH:2]1[CH2:3][CH2:4][N:5]([CH2:8][C:9]2[N:14]=[C:13]([NH:15][C:16]([NH:18][C:19]3[N:20]=[C:21]([C:24]4[CH:25]=[CH:26][N:27]=[CH:28][CH:29]=4)[S:22][CH:23]=3)=[O:17])[CH:12]=[CH:11][CH:10]=2)[CH2:6][CH2:7]1. Procedure details: N-[2-(4-Pyridinyl)-4-thiazolyl]-N′-2-[6-(piperidon-4-yl)methyl]urea (60 mg, 0.147 mmol, Example 175) and ethanolamine (0.09 mL, 1.47 mmol) were heated in MeOH (10 mL) yielded the title compound as pale yellow solid. MS m/z: 454.6 (M+H). Calc'd. for C22H27N7O2S-453.57. The reactants are OC=1C=C(CC2N(CCC3=CC(=C(C=C23)OC)OC)CC(=O)NCC2=CC=CC=C2)C=CC1OC (2-[1-(3-hydroxy-4-methoxy-benzyl)-6,7-dimethoxy-3,4-dihydro-1H-isoquinolin-2-yl]-N-benzyl-acetamide), C1(CC1)CBr (cyclopropyl-methyl bromide). The product is C1(CC1)COC=1C=C(CC2N(CCC3=CC(=C(C=C23)OC)OC)CC(=O)NCC2=CC=CC=C2)C=CC1OC (2-{1-[3-(cyclopropyl-methoxy)-4-methoxy-benzyl]-6,7-dimethoxy-3,4-dihydro-1H-isoquinolin-2-yl}-N-benzyl-acetamide). RXN SMILES: [OH:1][C:2]1[CH:3]=[C:4]([CH:31]=[CH:32][C:33]=1[O:34][CH3:35])[CH2:5][CH:6]1[C:15]2[C:10](=[CH:11][C:12]([O:18][CH3:19])=[C:13]([O:16][CH3:17])[CH:14]=2)[CH2:9][CH2:8][N:7]1[CH2:20][C:21]([NH:23][CH2:24][C:25]1[CH:30]=[CH:29][CH:28]=[CH:27][CH:26]=1)=[O:22].[CH:36]1([CH2:39]Br)[CH2:38][CH2:37]1>>[CH:36]1([CH2:39][O:1][C:2]2[CH:3]=[C:4]([CH:31]=[CH:32][C:33]=2[O:34][CH3:35])[CH2:5][CH:6]2[C:15]3[C:10](=[CH:11][C:12]([O:18][CH3:19])=[C:13]([O:16][CH3:17])[CH:14]=3)[CH2:9][CH2:8][N:7]2[CH2:20][C:21]([NH:23][CH2:24][C:25]2[CH:30]=[CH:29][CH:28]=[CH:27][CH:26]=2)=[O:22])[CH2:38][CH2:37]1. Procedure: prepared by reaction of 2-[1-(3-hydroxy-4-methoxy-benzyl)-6,7-dimethoxy-3,4-dihydro-1H-isoquinolin-2-yl]-N-benzyl-acetamide with cyclopropyl-methyl bromide Reactants: C(=O)(OC)C1=CC=C(C=C1)CC(C)NCC(O)C1=CC(=C(C=C1)OCC1=CC=CC=C1)CS(=O)(=O)C (N-(2-[4-Carbomethoxyphenyl]-1-methylethyl)-2-(4-benzyloxy-3-methylsulphonylmethylphenyl)-2-hydroxyethanamine), hydrochloride salt. The reagents and catalysts are [Pd] (palladium on charcoal). The solvent is C(C)O (ethanol). Product: C(=O)(OC)C1=CC=C(C=C1)CC(C)NCC(O)C1=CC(=C(C=C1)O)CS(=O)(=O)C (N-(2-[4-Carbomethoxyphenyl]-1-methylethyl)-2-(4-hydroxy-3-methylsulphonylmethylphenyl)-2-hydroxyethanamine). RXN SMILES: [C:1]([C:5]1[CH:10]=[CH:9][C:8]([CH2:11][CH:12]([NH:14][CH2:15][CH:16]([C:18]2[CH:23]=[CH:22][C:21]([O:24]CC3C=CC=CC=3)=[C:20]([CH2:32][S:33]([CH3:36])(=[O:35])=[O:34])[CH:19]=2)[OH:17])[CH3:13])=[CH:7][CH:6]=1)([O:3][CH3:4])=[O:2]>C(O)C.[Pd]>[C:1]([C:5]1[CH:6]=[CH:7][C:8]([CH2:11][CH:12]([NH:14][CH2:15][CH:16]([C:18]2[CH:23]=[CH:22][C:21]([OH:24])=[C:20]([CH2:32][S:33]([CH3:36])(=[O:34])=[O:35])[CH:19]=2)[OH:17])[CH3:13])=[CH:9][CH:10]=1)([O:3][CH3:4])=[O:2]. Procedure details: N-(2-[4-Carbomethoxyphenyl]-1-methylethyl)-2-(4-benzyloxy-3-methylsulphonylmethylphenyl)-2-hydroxyethanamine(2.3 g) was converted to the hydrochloride salt and hydrogenated in ethanol (200 ml) in a Parr hydrogenerator at 50 psi and 25° for 2 hours in the presence of 10% palladium on charcoal (0.5 g). The catalyst was removed and the product was isolated as a mixture of diastereoisomers, mp 145°-148° (methanol:ether). τ(d6DMSO) 8.90 (3H, d, J=6 Hz), 7.2 (3H, s), 6.20-7.10 (6H, m), 6.20 (3H, s), 5... Reported procedure: 448 G. of 4-fluoro-phenol and 742 g. of 2-chloro-5-nitro-benzaldehyde are added to a solution of 184 g. of sodium hydroxide in 7.4 liters of water. The mixture is then left to cool to room temperature. The precipitate is removed by filtration, washed carefully with water, and there is obtained 2-(4-fluoro-phenoxy)-5-nitro-benzaldehyde, having a melting point of 125°-126° C. Run in O (water). RXN SMILES: [F:1][C:2]1[CH:7]=[CH:6][C:5]([OH:8])=[CH:4][CH:3]=1.Cl[C:10]1[CH:17]=[CH:16][C:15]([N+:18]([O-:20])=[O:19])=[CH:14][C:11]=1[CH:12]=[O:13].[OH-].[Na+]>O>[F:1][C:2]1[CH:7]=[CH:6][C:5]([O:8][C:10]2[CH:17]=[CH:16][C:15]([N+:18]([O-:20])=[O:19])=[CH:14][C:11]=2[CH:12]=[O:13])=[CH:4][CH:3]=1 |f:2.3|. The reactants are FC1=CC=C(C=C1)O (4-fluoro-phenol), ClC1=C(C=O)C=C(C=C1)[N+](=O)[O-] (2-chloro-5-nitro-benzaldehyde), [OH-].[Na+] (sodium hydroxide). Yields the product FC1=CC=C(OC2=C(C=O)C=C(C=C2)[N+](=O)[O-])C=C1 (2-(4-fluoro-phenoxy)-5-nitro-benzaldehyde). Starting materials: O (water), N1C=NC=C1 (imidazole), [Si](C1=CC=CC=C1)(C1=CC=CC=C1)(C(C)(C)C)Cl (tert-butyldiphenylsilyl chloride), C=C1C(CC(C(C1O)O)O[Si](C1=CC=CC=C1)(C1=CC=CC=C1)C(C)(C)C)=CC(=O)OCC (Ethyl (2-methylene-3,4-dihydroxy-5-(tert-butyldiphenylsilyloxy)cyclohexylidene)acetate). Solvent: C(Cl)Cl (methylene chloride). Conditions: time 3 hour. Yields the product [Si](C1=CC=CC=C1)(C1=CC=CC=C1)(C(C)(C)C)OC1C(C(CC(C1O)O[Si](C1=CC=CC=C1)(C1=CC=CC=C1)C(C)(C)C)=CC(=O)OCC)=C (ethyl (3,5-bis-(tert-butyldiphenylsilyloxy)-4-hydroxy-2-methylene-cyclohexylidene)acetate). Yield: 94.3%. Reaction SMILES: [CH2:1]=[C:2]1[CH:7]([OH:8])[CH:6]([OH:9])[CH:5]([O:10][Si:11]([C:24]([CH3:27])([CH3:26])[CH3:25])([C:18]2[CH:23]=[CH:22][CH:21]=[CH:20][CH:19]=2)[C:12]2[CH:17]=[CH:16][CH:15]=[CH:14][CH:13]=2)[CH2:4][C:3]1=[CH:28][C:29]([O:31][CH2:32][CH3:33])=[O:30].N1C=CN=C1.[Si:39](Cl)([C:52]([CH3:55])([CH3:54])[CH3:53])([C:46]1[CH:51]=[CH:50][CH:49]=[CH:48][CH:47]=1)[C:40]1[CH:45]=[CH:44][CH:43]=[CH:42][CH:41]=1.O>C(Cl)Cl>[Si:39]([O:8][CH:7]1[CH:6]([OH:9])[CH:5]([O:10][Si:11]([C:24]([CH3:27])([CH3:25])[CH3:26])([C:12]2[CH:17]=[CH:16][CH:15]=[CH:14][CH:13]=2)[C:18]2[CH:23]=[CH:22][CH:21]=[CH:20][CH:19]=2)[CH2:4][C:3](=[CH:28][C:29]([O:31][CH2:32][CH3:33])=[O:30])[C:2]1=[CH2:1])([C:52]([CH3:55])([CH3:54])[CH3:53])([C:46]1[CH:47]=[CH:48][CH:49]=[CH:50][CH:51]=1)[C:40]1[CH:45]=[CH:44][CH:43]=[CH:42][CH:41]=1. Procedure: Ethyl (2-methylene-3,4-dihydroxy-5-(tert-butyldiphenylsilyloxy)cyclohexylidene)acetate (0.466 g) was dissolved in 5 ml of methylene chloride, and 0.204 g of imidazole and 0.30 g of tert-butyldiphenylsilyl chloride were added, followed by stirring the mixture at room temperature for 3 hours. The reaction mixture was poured into water, and extracted with diethyl ether. The extract was washed with a saturated sodium chloride aqueous solution, dried over anhydrous magnesium sulfate, and concentrated... Reactants: CC(C)n1ccc(-c2cnc3c(ccn3S(=O)(=O)c3ccccc3)c2)n1, ClC(Cl)Cl, O=C1CCC(=O)N1Br. Product: CC(C)n1cc(Br)c(-c2cnc3c(ccn3S(=O)(=O)c3ccccc3)c2)n1. Reaction SMILES: [CH:1]([CH3:2])([CH3:3])[n:4]1[n:5][c:6](-[c:9]2[cH:10][c:11]3[c:12]([n:13][cH:14]2)[n:15]([S:18](=[O:19])(=[O:20])[c:21]2[cH:22][cH:23][cH:24][cH:25][cH:26]2)[cH:16][cH:17]3)[cH:7][cH:8]1.[Cl:35][CH:36]([Cl:37])[Cl:38].[O:27]=[C:28]1[N:29]([Br:34])[C:30](=[O:31])[CH2:32][CH2:33]1>>[CH:1]([CH3:2])([CH3:3])[n:4]1[n:5][c:6](-[c:9]2[cH:10][c:11]3[c:12]([n:13][cH:14]2)[n:15]([S:18](=[O:19])(=[O:20])[c:21]2[cH:22][cH:23][cH:24][cH:25][cH:26]2)[cH:16][cH:17]3)[c:7]([Br:34])[cH:8]1.